Task: describe an organic reaction: reactants, conditions, products, and yield. Dataset: the Open Reaction Database (ORD), a public repository of structured organic reaction records Starting materials: COC(=O)C1CNCC1c1ccc(OC)c(OC2CCCC2)c1, CCOC=O. Yields the product COC(=O)C1CN(C=O)CC1c1ccc(OC)c(OC2CCCC2)c1. Reaction SMILES: [CH:1]1([O:6][c:7]2[cH:8][c:9]([CH:15]3[CH2:16][NH:17][CH2:18][CH:19]3[C:20](=[O:21])[O:22][CH3:23])[cH:10][cH:11][c:12]2[O:13][CH3:14])[CH2:2][CH2:3][CH2:4][CH2:5]1.[CH:24](=[O:25])[O:26][CH2:27][CH3:28]>>[CH:1]1([O:6][c:7]2[cH:8][c:9]([CH:15]3[CH2:16][N:17]([CH:24]=[O:25])[CH2:18][CH:19]3[C:20](=[O:21])[O:22][CH3:23])[cH:10][cH:11][c:12]2[O:13][CH3:14])[CH2:2][CH2:3][CH2:4][CH2:5]1. Reactants: COC(c1ccccc1)C(CC(C)C)N1C(=O)c2ccccc2C1=O, CCO, Cl, NN, O. Yields the product COC(c1ccccc1)C(N)CC(C)C. Reaction SMILES: [CH3:1][O:2][CH:3]([c:4]1[cH:5][cH:6][cH:7][cH:8][cH:9]1)[CH:10]([CH2:11][CH:12]([CH3:13])[CH3:14])[N:15]1[C:16](=[O:17])[c:18]2[cH:19][cH:20][cH:21][cH:22][c:23]2[C:24]1=[O:25].[CH3:30][CH2:31][OH:32].[ClH:29].[NH2:27][NH2:28].[OH2:26]>>[CH3:1][O:2][CH:3]([c:4]1[cH:5][cH:6][cH:7][cH:8][cH:9]1)[CH:10]([CH2:11][CH:12]([CH3:13])[CH3:14])[NH2:15]. Starting materials: C1CCOC1, C[Si](C)(C)Cl, NC(Cc1ccc(Cl)cc1Cl)C(=O)O, [Na+], [OH-]. Yields the product NC(CO)Cc1ccc(Cl)cc1Cl. As a reaction SMILES: [CH2:22]1[O:23][CH2:24][CH2:25][CH2:26]1.[Cl:1][Si:2]([CH3:3])([CH3:4])[CH3:5].[NH2:6][CH:7]([C:8](=[O:9])[OH:10])[CH2:11][c:12]1[c:13]([Cl:19])[cH:14][c:15]([Cl:18])[cH:16][cH:17]1.[Na+:21].[OH-:20]>>[NH2:6][CH:7]([CH2:8][OH:9])[CH2:11][c:12]1[c:13]([Cl:19])[cH:14][c:15]([Cl:18])[cH:16][cH:17]1. RXN SMILES: Br[C:2]1[CH:3]=[C:4]([CH:8]=[CH:9][C:10]=1[CH3:11])[C:5]([OH:7])=[O:6].[Li]CCCC.CN([CH:20]=[O:21])C>O1CCCC1>[CH:20]([C:2]1[CH:3]=[C:4]([CH:8]=[CH:9][C:10]=1[CH3:11])[C:5]([OH:7])=[O:6])=[O:21]. Starting materials: BrC=1C=C(C(=O)O)C=CC1C (3-bromo-4-methylbenzoic acid), [Li]CCCC (n-BuLi), CN(C)C=O (DMF). Yields the product C(=O)C=1C=C(C(=O)O)C=CC1C (3-Formyl-4-methylbenzoic acid). Yield: 98.0%. The solvent is O1CCCC1 (tetrahydrofuran). Reaction conditions: time 1 hour. Reported procedure: To a stirred solution of 3-bromo-4-methylbenzoic acid (2.14 g, 10.0 mmol) in tetrahydrofuran (30 mL) under nitrogen at -78° C. was added n-BuLi (10 mL, 2.5 M in THF, 25 mmol) drop-wise. The mixture was stirred for 1 h below −70° C., then DMF (5 mL) was slowly added. The resulting solution was slowly warmed to room temperature and stirred for 1 h, then carefully quenched by slow addition of water (50 mL). The pH was adjusted to −3-4 using aqueous HCl (6 M) and the resulting mixture was extracted ...